From a dataset of the Open Reaction Database (ORD), a public repository of structured organic reaction records. describe an organic reaction: reactants, conditions, products, and yield Starting materials: FC1=C2C(=C(C(=NC2=CC(=C1)F)N1CCN(CC1)C(=O)OC(C)(C)C)C)N1CC2(C3=NC=C(C=C31)N3CCOCC3)CCOCC2 (Tert-Butyl 4-(5,7-difluoro-3-methyl-4-(6′-(4-morpholinyl)-2,3,5,6-tetrahydrospiro[pyran-4,3′-pyrrolo[3,2-b]pyridin]-1′(2′H)-yl)-2-quinolinyl)-1-piperazinecarboxylate), C(=O)(C(F)(F)F)O (TFA). Run in C(Cl)Cl (DCM), C(Cl)Cl (DCM). Reaction conditions: temperature 0 celsius, time 2.5 hour. The product is FC1=C2C(=C(C(=NC2=CC(=C1)F)N1CCNCC1)C)N1CC2(C3=NC=C(C=C31)N3CCOCC3)CCOCC2 (1′-(5,7-difluoro-3-methyl-2-(1-piperazinyl)-4-quinolinyl)-6′-(4-morpholinyl)-1′,2,2′,3,5,6-hexahydrospiro[pyran-4,3′-pyrrolo[3,2-b]pyridine]). RXN SMILES: [F:1][C:2]1[CH:11]=[C:10]([F:12])[CH:9]=[C:8]2[C:3]=1[C:4]([N:27]1[C:35]3[C:30](=[N:31][CH:32]=[C:33]([N:36]4[CH2:41][CH2:40][O:39][CH2:38][CH2:37]4)[CH:34]=3)[C:29]3([CH2:46][CH2:45][O:44][CH2:43][CH2:42]3)[CH2:28]1)=[C:5]([CH3:26])[C:6]([N:13]1[CH2:18][CH2:17][N:16](C(OC(C)(C)C)=O)[CH2:15][CH2:14]1)=[N:7]2.C(O)(C(F)(F)F)=O>C(Cl)Cl>[F:1][C:2]1[CH:11]=[C:10]([F:12])[CH:9]=[C:8]2[C:3]=1[C:4]([N:27]1[C:35]3[C:30](=[N:31][CH:32]=[C:33]([N:36]4[CH2:37][CH2:38][O:39][CH2:40][CH2:41]4)[CH:34]=3)[C:29]3([CH2:42][CH2:43][O:44][CH2:45][CH2:46]3)[CH2:28]1)=[C:5]([CH3:26])[C:6]([N:13]1[CH2:18][CH2:17][NH:16][CH2:15][CH2:14]1)=[N:7]2. Procedure details: Tert-Butyl 4-(5,7-difluoro-3-methyl-4-(6′-(4-morpholinyl)-2,3,5,6-tetrahydrospiro[pyran-4,3′-pyrrolo[3,2-b]pyridin]-1′(2′H)-yl)-2-quinolinyl)-1-piperazinecarboxylate (450 mg, 0.70 mmol) was dissolved in DCM (5.0 mL) and cooled to 0° C. TFA (5.0 mL, 65.0 mmol) was then added and the reaction mixture was allowed to warm to rt and stirred for 2.5 h. The reaction was diluted with DCM and concentrated to dryness. The residue was then converted to the free amine by eluting through an SCX column with 0...